From a dataset of the Open Reaction Database (ORD), a public repository of structured organic reaction records. describe an organic reaction: reactants, conditions, products, and yield Reactants: C(#N)C1=CC(=C(C=C1)N=C=NC1=C(C=CC=C1)Br)O[Si](C)(C)C(C)(C)C (N-(4-cyano-2-t-butyldimethylsilanoxyphenyl)-N′-(2-bromophenyl)carbodiimide), CCCC[N+](CCCC)(CCCC)CCCC.[F-] (TBAF), C(C)(C)N(CC)C(C)C (diisopropylethylamine), Cl.N1C(C(=O)OC)CCCC1 (methyl pipecolinate hydro chloride). Run in C1CCOC1 (THF), CO (methanol). The product is BrC1=C(C=CC=C1)N1C(N2C(CCCC2)C1=O)=NC1=C(C=C(C#N)C=C1)O (4-[[2-(2-bromophenyl)-1,5,6,7,8,8a-hexahydro-1-oxoimidazo[1,5-a]pyridin-3(2H)-ylidene]amino]-3-hydroxybenzonitrile). Isolated yield 75.2%. Reaction SMILES: [C:1]([C:3]1[CH:8]=[CH:7][C:6]([N:9]=[C:10]=[N:11][C:12]2[CH:17]=[CH:16][CH:15]=[CH:14][C:13]=2[Br:18])=[C:5]([O:19][Si](C(C)(C)C)(C)C)[CH:4]=1)#[N:2].C(N(C(C)C)CC)(C)C.Cl.[NH:37]1[CH2:46][CH2:45][CH2:44][CH2:43][CH:38]1[C:39](OC)=[O:40].CCCC[N+](CCCC)(CCCC)CCCC.[F-]>C1COCC1.CO>[Br:18][C:13]1[CH:14]=[CH:15][CH:16]=[CH:17][C:12]=1[N:11]1[C:39](=[O:40])[CH:38]2[CH2:43][CH2:44][CH2:45][CH2:46][N:37]2[C:10]1=[N:9][C:6]1[CH:7]=[CH:8][C:3]([C:1]#[N:2])=[CH:4][C:5]=1[OH:19] |f:2.3,4.5|. Reported procedure: The standard procedure was followed using N-(4-cyano-2-t-butyldimethylsilanoxyphenyl)-N′-(2-bromophenyl)carbodiimide (106 mg, 0.25 mmol), diisopropylethylamine (71 μL, 0.28 mmol), methyl pipecolinate hydro chloride (50 mg, 0.28 mmol) and TBAF (0.30 mL, 0.30 mmol) in THF (2.5 mL) and methanol (0.1 mL) to give 80 mg (75%) of 4-[[2-(2-bromophenyl)-1,5,6,7,8,8a-hexahydro-1-oxoimidazo[1,5-a]pyridin-3(2H)-ylidene]amino]-3-hydroxybenzonitrile as a tan powder. MS (EI) m/e 425 (100(M+)). The reactants are [Li+], COC(=O)CCC(=O)c1ccc2[nH]cnc2c1, C1CCOC1, [OH-], O. Yields the product O=C(O)CCC(=O)c1ccc2[nH]cnc2c1. Reaction SMILES: [Li+:18].[O:1]=[C:2]([CH2:3][CH2:4][C:5](=[O:6])[O:7][CH3:8])[c:9]1[cH:10][c:11]2[c:12]([nH:13][cH:14][n:15]2)[cH:16][cH:17]1.[O:21]1[CH2:22][CH2:23][CH2:24][CH2:25]1.[OH-:19].[OH2:20]>>[O:1]=[C:2]([CH2:3][CH2:4][C:5](=[O:6])[OH:7])[c:9]1[cH:10][c:11]2[c:12]([nH:13][cH:14][n:15]2)[cH:16][cH:17]1. Starting materials: CC(C)O, Cl, Cl, NC(CC1CCCCC1)C(O)C(=O)O. The product is Cl, CC(C)OC(=O)C(O)C(N)CC1CCCCC1. As a reaction SMILES: [CH:17]([CH3:18])([CH3:19])[OH:20].[ClH:1].[ClH:2].[NH2:3][CH:4]([CH:5]([C:6](=[O:7])[OH:8])[OH:9])[CH2:10][CH:11]1[CH2:12][CH2:13][CH2:14][CH2:15][CH2:16]1>>[ClH:1].[NH2:3][CH:4]([CH:5]([C:6]([O:7][CH:17]([CH3:18])[CH3:19])=[O:8])[OH:9])[CH2:10][CH:11]1[CH2:12][CH2:13][CH2:14][CH2:15][CH2:16]1. Starting materials: C1(CC1)C=1C=CC(=NC1OCC1CC1)C(=O)O (5-cyclopropyl-6-cyclopropylmethoxy-pyridine-2-carboxylic acid), NC(C(=O)N)(CC)C (2-amino-2-methyl-butanamide). The product is NC(C(CC)(C)NC(C1=NC(=C(C=C1)C1CC1)OCC1CC1)=O)=O (N-(1-Amino-2-methyl-1-oxobutan-2-yl)-5-cyclopropyl-6-(cyclopropylmethoxy)picolinamide). Reaction SMILES: [CH:1]1([C:4]2[CH:5]=[CH:6][C:7]([C:15]([OH:17])=O)=[N:8][C:9]=2[O:10][CH2:11][CH:12]2[CH2:14][CH2:13]2)[CH2:3][CH2:2]1.[NH2:18][C:19]([CH3:25])([CH2:23][CH3:24])[C:20]([NH2:22])=[O:21]>>[NH2:22][C:20](=[O:21])[C:19]([NH:18][C:15](=[O:17])[C:7]1[CH:6]=[CH:5][C:4]([CH:1]2[CH2:2][CH2:3]2)=[C:9]([O:10][CH2:11][CH:12]2[CH2:13][CH2:14]2)[N:8]=1)([CH3:25])[CH2:23][CH3:24]. Procedure details: The title compound was synthesized in analogy to Example 1, using 5-cyclopropyl-6-cyclopropylmethoxy-pyridine-2-carboxylic acid (Example 42 a) and 2-amino-2-methyl-butanamide (CAN 59209-90-4) as starting materials, LC-MS (UV peak area/ESI) 96%, 332.1982 (M+H)+. Reactants: FC(C(=O)O)(F)F (Trifluoroacetic acid), C(C)(C)(C)C(C(=O)[O-])[C@@H]1C(N(C[C@H](CC1)C1=CC=CC=C1)CCOC)=O ((trans)-tert-butyl[1-(2-methoxyethyl)-2-oxo-6-phenylazepan-3-yl]acetate). Run in ClCCl (dichloromethane). Reaction conditions: time 2 hour. Product: COCCN1C([C@H](CC[C@@H](C1)C1=CC=CC=C1)CC(=O)O)=O (Trans-[1-(2-methoxyethyl)-2-oxo-6-phenylazepan-3-yl]acetic acid). As a reaction SMILES: FC(F)(F)C(O)=O.C([CH:12]([C@H:16]1[CH2:22][CH2:21][C@H:20]([C:23]2[CH:28]=[CH:27][CH:26]=[CH:25][CH:24]=2)[CH2:19][N:18]([CH2:29][CH2:30][O:31][CH3:32])[C:17]1=[O:33])[C:13]([O-:15])=[O:14])(C)(C)C>ClCCl>[CH3:32][O:31][CH2:30][CH2:29][N:18]1[CH2:19][C@@H:20]([C:23]2[CH:28]=[CH:27][CH:26]=[CH:25][CH:24]=2)[CH2:21][CH2:22][C@H:16]([CH2:12][C:13]([OH:15])=[O:14])[C:17]1=[O:33]. Reported procedure: Trifluoroacetic acid (1 mL) was added to a solution (trans)-tert-butyl[1-(2-methoxyethyl)-2-oxo-6-phenylazepan-3-yl]acetate (170 mg, 0.47 mmol) in dichloromethane (3 mL). After 2 h, the solution was concentrated. MS 306 (M+1). Starting materials: O.NN (hydrazine hydrate), CC1=NN2C(N=C(C=C2C(=O)N)N2CCOCC2)=C1CC1=CC=CC2=CC=CC=C12 (2-methyl-5-(4-morpholinyl)-3-(1-naphthalenylmethyl)pyrazolo[1,5-a]pyrimidine-7-carboxamide), COC(N(C)C)OC (N,N-dimethylformamide dimethyl acetal). Run in C(C)(=O)O (Acetic Acid). Conditions: temperature 105 celsius, time 3 day. The product is CC1=NN2C(N=C(C=C2C2=NNC=N2)N2CCOCC2)=C1CC1=CC=CC2=CC=CC=C12 (4-(2-methyl-3-(naphthalen-1-ylmethyl)-7-(1H-1,2,4-triazol-3-yl)pyrazolo[1,5-a]pyrimidin-5-yl)morpholine). Isolated yield 34.3%. Reaction SMILES: [CH3:1][C:2]1[C:19]([CH2:20][C:21]2[C:30]3[C:25](=[CH:26][CH:27]=[CH:28][CH:29]=3)[CH:24]=[CH:23][CH:22]=2)=[C:5]2[N:6]=[C:7]([N:13]3[CH2:18][CH2:17][O:16][CH2:15][CH2:14]3)[CH:8]=[C:9]([C:10]([NH2:12])=O)[N:4]2[N:3]=1.COC(OC)[N:34]([CH3:36])C.O.[NH2:40]N>C(O)(=O)C>[CH3:1][C:2]1[C:19]([CH2:20][C:21]2[C:26]3[C:25](=[CH:30][CH:29]=[CH:28][CH:27]=3)[CH:24]=[CH:23][CH:22]=2)=[C:5]2[N:6]=[C:7]([N:13]3[CH2:18][CH2:17][O:16][CH2:15][CH2:14]3)[CH:8]=[C:9]([C:10]3[N:34]=[CH:36][NH:40][N:12]=3)[N:4]2[N:3]=1 |f:2.3|. Procedure: A mixture of 2-methyl-5-(4-morpholinyl)-3-(1-naphthalenylmethyl)pyrazolo[1,5-a]pyrimidine-7-carboxamide (55 mg, 0.137 mmol) in N,N-dimethylformamide dimethyl acetal (2 mL, 14.94 mmol) was stirred at 105° C. for 3 days and concentrated to give the crude. To the crude was added Acetic Acid (2 mL) and hydrazine hydrate (0.047 mL, 0.959 mmol). The reaction mixture was heated at 100° C. for 1 h and concentrated. Brine (10 mL) and EtOAc (20 mL) was added in. The aqueous phase was extracted with EtOAc ...